Dataset: the Open Reaction Database (ORD), a public repository of structured organic reaction records. Task: describe an organic reaction: reactants, conditions, products, and yield The reactants are O=C([O-])[O-], CCc1ccc2c(c1)C13CCCCC1C(C2)NCC3, C=CCBr, Cl, [K+], [K+], CN(C)C=O. Reaction SMILES: [C:21](=[O:22])([O-:23])[O-:24].[CH2:1]([CH3:2])[c:3]1[cH:4][cH:5][c:6]2[c:15]([cH:16]1)[C:14]13[CH:9]([CH:8]([CH2:7]2)[NH:19][CH2:18][CH2:17]1)[CH2:10][CH2:11][CH2:12][CH2:13]3.[CH2:27]([CH:28]=[CH2:29])[Br:30].[ClH:20].[K+:25].[K+:26].[O:31]=[CH:32][N:33]([CH3:34])[CH3:35]>>[CH2:1]([CH3:2])[c:3]1[cH:4][cH:5][c:6]2[c:15]([cH:16]1)[C:14]13[CH:9]([CH:8]([CH2:7]2)[N:19]([CH2:29][CH:28]=[CH2:27])[CH2:18][CH2:17]1)[CH2:10][CH2:11][CH2:12][CH2:13]3. The product is C=CCN1CCC23CCCCC2C1Cc1ccc(CC)cc13. Starting materials: C(CCC1=CC(O)=C(O)C=C1)(=O)OCC (ethyl dihydrocaffeate), N1CCOCC1 (morpholine). Run at temperature 150 celsius, time 2 hour. Product: OC=1C=C(C=CC1O)CCC(=O)N1CCOCC1 (N-[3-(3,4-dihydroxyphenyl)propionyl]morpholine). The yield is 103.2%. RXN SMILES: [C:1]([O:13]CC)(=O)[CH2:2][CH2:3][C:4]1[CH:11]=[CH:10][C:8]([OH:9])=[C:6]([OH:7])[CH:5]=1.[NH:16]1[CH2:21][CH2:20][O:19][CH2:18][CH2:17]1>>[OH:7][C:6]1[CH:5]=[C:4]([CH2:3][CH2:2][C:1]([N:16]2[CH2:21][CH2:20][O:19][CH2:18][CH2:17]2)=[O:13])[CH:11]=[CH:10][C:8]=1[OH:9]. Procedure details: ' 3 g of ethyl dihydrocaffeate was mixed with 3 g of morpholine, and the mixture was then heated with stirring at 150° C. for 2 hours. After cooling, the reaction solution was concentrated, and the resultant residue was then purified through a silica gel column chromatography. Elution was then carried out with a mixture of chloroform:methanol=20:1, thereby obtaining 3.7 g of N-[3-(3,4-dihydroxyphenyl)propionyl]morpholine having a melting point of from 211° to 213° C. Starting materials: CC(C)(C)[Si](C)(C)Cl, C=CCOC(=O)NCC(CNC(=O)OCC=C)C(C)O, CN(C)C=O, CCOC(C)=O, c1c[nH]cn1. Yields the product C=CCOC(=O)NCC(CNC(=O)OCC=C)C(C)O[Si](C)(C)C(C)(C)C. RXN SMILES: [C:26]([CH3:27])([CH3:28])([CH3:29])[Si:30]([CH3:31])([CH3:32])[Cl:33].[CH2:1]([CH:2]=[CH2:3])[O:4][C:5](=[O:6])[NH:7][CH2:8][CH:9]([CH:10]([CH3:11])[OH:12])[CH2:13][NH:14][C:15](=[O:16])[O:17][CH2:18][CH:19]=[CH2:20].[CH3:34][N:35]([CH3:36])[CH:37]=[O:38].[CH3:39][CH2:40][O:41][C:42](=[O:43])[CH3:44].[nH:21]1[cH:22][cH:23][n:24][cH:25]1>>[CH2:1]([CH:2]=[CH2:3])[O:4][C:5](=[O:6])[NH:7][CH2:8][CH:9]([CH:10]([CH3:11])[O:12][Si:30]([C:26]([CH3:27])([CH3:28])[CH3:29])([CH3:31])[CH3:32])[CH2:13][NH:14][C:15](=[O:16])[O:17][CH2:18][CH:19]=[CH2:20]. The reactants are CCCCC1C(C(CCC(CCCC(CCCC(/C(=C/C(C(CC(CC(CC(CC(CCCC/C(=C/C(C(OC1=O)C(C)C(CCCNC(=N)N)O)C)/C)O)O)O)O)O)O[C@@H]2[C@H]([C@@H]([C@H](O2)CO)O)O)/C)O)O)O)C)O.CN1CCCC1=O (primycin NMP), zinc oxide talc. The solvent is CN(C(C)=O)C (N,N-dimethyl-acetamide). Conditions: time 24 hour. The product is CCCCC1C(C(CCC(CCCC(CCCC(/C(=C/C(C(CC(CC(CC(CC(CCCC/C(=C/C(C(OC1=O)C(C)C(CCCNC(=N)N)O)C)/C)O)O)O)O)O)O[C@@H]2[C@H]([C@@H]([C@H](O2)CO)O)O)/C)O)O)O)C)O (Primycin). Reaction SMILES: [CH3:1][CH2:2][CH2:3][CH2:4][CH:5]1[C:40](=[O:41])[O:39][CH:38]([CH:42]([CH:44]([OH:52])[CH2:45][CH2:46][CH2:47][NH:48][C:49]([NH2:51])=[NH:50])[CH3:43])[CH:37]([CH3:53])[CH:36]=[C:35]([CH3:54])[CH2:34][CH2:33][CH2:32][CH2:31][CH:30]([OH:55])[CH2:29][CH:28]([OH:56])[CH2:27][CH:26]([OH:57])[CH2:25][CH:24]([OH:58])[CH2:23][CH:22]([OH:59])[CH:21]([O:60][C@H:61]2[O:65][C@H:64]([CH2:66][OH:67])[C@@H:63]([OH:68])[C@@H:62]2[OH:69])[CH:20]=[C:19]([CH3:70])[CH:18]([OH:71])[CH2:17][CH2:16][CH2:15][CH:14]([OH:72])[CH2:13][CH2:12][CH2:11][CH:10]([OH:73])[CH2:9][CH2:8][CH:7]([CH3:74])[CH:6]1[OH:75].CN1C(=O)CCC1>CN(C)C(=O)C>[CH3:1][CH2:2][CH2:3][CH2:4][CH:5]1[C:40](=[O:41])[O:39][CH:38]([CH:42]([CH:44]([OH:52])[CH2:45][CH2:46][CH2:47][NH:48][C:49]([NH2:51])=[NH:50])[CH3:43])[CH:37]([CH3:53])[CH:36]=[C:35]([CH3:54])[CH2:34][CH2:33][CH2:32][CH2:31][CH:30]([OH:55])[CH2:29][CH:28]([OH:56])[CH2:27][CH:26]([OH:57])[CH2:25][CH:24]([OH:58])[CH2:23][CH:22]([OH:59])[CH:21]([O:60][C@H:61]2[O:65][C@H:64]([CH2:66][OH:67])[C@@H:63]([OH:68])[C@@H:62]2[OH:69])[CH:20]=[C:19]([CH3:70])[CH:18]([OH:71])[CH2:17][CH2:16][CH2:15][CH:14]([OH:72])[CH2:13][CH2:12][CH2:11][CH:10]([OH:73])[CH2:9][CH2:8][CH:7]([CH3:74])[CH:6]1[OH:75] |f:0.1|. Reported procedure: The primycin-NMP basic gel is dissolved in N,N-dimethyl-acetamide under warming and the warm solution is sprayed onto a zinc oxide-talc powder mixture prepared according to Example 15. The sprayed powder mixture is kept in an essiccator for 24 hours at 40° C. and sieved (sieve No. VI, mesh 0.16 mm) and finally homogenized. Thus a white homogeneous powder mixture is obtained. Reactants: CC(C)(C)c1ccc(Sc2ccc(C=O)cc2)cc1, CC(=O)[O-], CC(=O)O, [Na+], O=C1CSC(=S)N1. Yields the product CC(C)(C)c1ccc(Sc2ccc(C=C3SC(=S)NC3=O)cc2)cc1. As a reaction SMILES: [C:1]([CH3:2])([CH3:3])([CH3:4])[c:5]1[cH:6][cH:7][c:8]([S:11][c:12]2[cH:13][cH:14][c:15]([CH:16]=[O:17])[cH:18][cH:19]2)[cH:9][cH:10]1.[CH3:28][C:29](=[O:30])[O-:31].[CH3:32][C:33](=[O:34])[OH:35].[Na+:27].[S:20]1[C:21](=[S:22])[NH:23][C:24](=[O:25])[CH2:26]1>>[C:1]([CH3:2])([CH3:3])([CH3:4])[c:5]1[cH:6][cH:7][c:8]([S:11][c:12]2[cH:13][cH:14][c:15]([CH:16]=[C:26]3[S:20][C:21](=[S:22])[NH:23][C:24]3=[O:25])[cH:18][cH:19]2)[cH:9][cH:10]1. The reactants are CCCCOC(=O)CNC(=O)c1ccc2cc(C(=O)N3CC(CCl)c4ccc([N+](=O)[O-])cc43)[nH]c2c1, C1COCCO1. The product is O=C(O)CNC(=O)c1ccc2cc(C(=O)N3CC(CCl)c4ccc([N+](=O)[O-])cc43)[nH]c2c1. RXN SMILES: [CH2:1]([CH2:2][CH2:3][CH3:4])[O:5][C:6](=[O:7])[CH2:8][NH:9][C:10](=[O:11])[c:12]1[cH:13][cH:14][c:15]2[cH:16][c:17]([C:21](=[O:22])[N:23]3[CH2:24][CH:25]([CH2:35][Cl:36])[c:26]4[cH:27][cH:28][c:29]([N+:32](=[O:33])[O-:34])[cH:30][c:31]43)[nH:18][c:19]2[cH:20]1.[O:37]1[CH2:38][CH2:39][O:40][CH2:41][CH2:42]1>>[O:5]=[C:6]([OH:7])[CH2:8][NH:9][C:10](=[O:11])[c:12]1[cH:13][cH:14][c:15]2[cH:16][c:17]([C:21](=[O:22])[N:23]3[CH2:24][CH:25]([CH2:35][Cl:36])[c:26]4[cH:27][cH:28][c:29]([N+:32](=[O:33])[O-:34])[cH:30][c:31]43)[nH:18][c:19]2[cH:20]1. Reaction SMILES: [CH3:1][c:2]1[cH:3][c:4]([OH:17])[cH:5][cH:6][c:7]1[CH2:8][CH2:9][CH2:10][CH2:11][n:12]1[n:13][n:14][cH:15][cH:16]1.[CH3:40][N:41]([CH3:42])[CH:43]=[O:44].[Cl:20][CH2:21][c:22]1[n:23][c:24](-[c:28]2[cH:29][cH:30][c:31]([O:34][C:35]([F:36])([F:37])[F:38])[cH:32][cH:33]2)[cH:25][cH:26][cH:27]1.[H-:18].[Na+:19].[OH2:39]>>[CH3:1][c:2]1[cH:3][c:4]([O:17][CH2:21][c:22]2[n:23][c:24](-[c:28]3[cH:29][cH:30][c:31]([O:34][C:35]([F:36])([F:37])[F:38])[cH:32][cH:33]3)[cH:25][cH:26][cH:27]2)[cH:5][cH:6][c:7]1[CH2:8][CH2:9][CH2:10][CH2:11][n:12]1[n:13][n:14][cH:15][cH:16]1. Product: Cc1cc(OCc2cccc(-c3ccc(OC(F)(F)F)cc3)n2)ccc1CCCCn1ccnn1. Reactants: Cc1cc(O)ccc1CCCCn1ccnn1, CN(C)C=O, FC(F)(F)Oc1ccc(-c2cccc(CCl)n2)cc1, [H-], [Na+], O.